This data is from the Open Reaction Database (ORD), a public repository of structured organic reaction records. The task is: describe an organic reaction: reactants, conditions, products, and yield Starting materials: Cl[Pd]Cl (PdCl2), [Li+].[Cl-] (LiCl), S1(=O)(=O)NC(=O)C2=CC=CC=C12 (saccharin), S1(=O)(=O)NC(=O)C2=CC=CC=C12 (saccharin), CC(=O)[O-].[Na+] (NaOAc). Run in CO (MeOH), O (water), CO (MeOH). Conditions: temperature 25 celsius, time 2.5 hour. The product is [Pd].S1(=O)(=O)NC(=O)C2=CC=CC=C12 (Saccharin Palladium). Reaction SMILES: Cl[Pd:2]Cl.[Li+].[Cl-].CC([O-])=O.[Na+].[S:11]1([C:22]2[C:17](=[CH:18][CH:19]=[CH:20][CH:21]=2)[C:15](=[O:16])[NH:14]1)(=[O:13])=[O:12]>CO.O>[Pd:2].[S:11]1([C:22]2[C:17](=[CH:18][CH:19]=[CH:20][CH:21]=2)[C:15](=[O:16])[NH:14]1)(=[O:12])=[O:13] |f:1.2,3.4,8.9|. Procedure: Two-necked 25 ml RB flask was charged with PdCl2 (0.177 g, 1 mmol), LiCl (0.100 g, 2.4 m mol) and MeOH (2 ml). The resulting reaction mixture was stirred under argon atmosphere at 25° C. for 2.5 h. Then to the same reaction was added NaOAc (0.123 g, 1.5 mmol), and a solution of saccharin (formula 7) (0.183 g, 1 mmol) in MeOH (2 ml). The resulting reaction mixture was stirred at 25° C. for 72 h. Then distilled water (6 ml) was added to it and the solid was filtered on sintered funnel, washed with... The reactants are NC1=C(C=C(C=C1)C1=C(C=CC(=C1)C)S(=O)C1=C(C=C(C=C1)C)C1=CC(=C(C=C1)N)[N+](=O)[O-])[N+](=O)[O-] ((4-amino-3-nitrophenyl)-4-methylphenyl sulfoxide), BrC1=CC=C(C=C1)C1=CC=C(C=C1)S(=O)C1=CC(=C(C=C1)Cl)[N+](=O)[O-] (1-(4-bromophenyl)-4-(4-chloro-3-nitrophenylsulfinyl)benzene). Product: BrC1=CC=C(C=C1)C1=CC=C(C=C1)S(=O)C1=CC(=C(C=C1)Cl)N (1-(4-Bromophenyl)-4-(3-amino-4-chlorophenylsulfinyl)benzene). Isolated yield 88.0%. Reaction SMILES: NC1C=CC(C2C=C(C)C=CC=2S(C2C=CC(C)=CC=2C2C=CC(N)=C([N+]([O-])=O)C=2)=O)=CC=1[N+]([O-])=O.[Br:37][C:38]1[CH:43]=[CH:42][C:41]([C:44]2[CH:49]=[CH:48][C:47]([S:50]([C:52]3[CH:57]=[CH:56][C:55]([Cl:58])=[C:54]([N+:59]([O-])=O)[CH:53]=3)=[O:51])=[CH:46][CH:45]=2)=[CH:40][CH:39]=1>>[Br:37][C:38]1[CH:39]=[CH:40][C:41]([C:44]2[CH:45]=[CH:46][C:47]([S:50]([C:52]3[CH:57]=[CH:56][C:55]([Cl:58])=[C:54]([NH2:59])[CH:53]=3)=[O:51])=[CH:48][CH:49]=2)=[CH:42][CH:43]=1. Procedure details: Following the procedure described in Example 2 but using as a starting material instead of (4-amino-3-nitrophenyl)-4-methylphenyl sulfoxide a corresponding amount of 1-(4-bromophenyl)-4-(4-chloro-3-nitrophenylsulfinyl)benzene, the title compound is obtained. The reactants are N1CCC(CC1)CO (piperidin-4-yl-methanol), C(C1=CC=CC=C1)C=1N=NC(=C(C1C)C)Cl (3-benzyl-6-chloro-4,5-dimethyl-pyridazine), CN1CCCC1=O (NMP). Run in C(Cl)Cl (DCM). Run at temperature 210 celsius, time 2 hour. The product is C(C1=CC=CC=C1)C=1C(=C(C(=NC1)N1CCC(CC1)CO)C)C ((5′-Benzyl-3′,4′-dimethyl-3,4,5,6-tetrahydro-2H-[1,2]bipyridinyl-4-yl)-methanol), powder. The yield is 62.0%. RXN SMILES: [NH:1]1[CH2:6][CH2:5][CH:4]([CH2:7][OH:8])[CH2:3][CH2:2]1.[CH2:9]([C:16]1N=[N:18][C:19](Cl)=[C:20]([CH3:23])[C:21]=1[CH3:22])[C:10]1[CH:15]=[CH:14][CH:13]=[CH:12][CH:11]=1.[CH3:25]N1C(=O)CCC1>C(Cl)Cl>[CH2:9]([C:16]1[C:21]([CH3:22])=[C:20]([CH3:23])[C:19]([N:1]2[CH2:6][CH2:5][CH:4]([CH2:7][OH:8])[CH2:3][CH2:2]2)=[N:18][CH:25]=1)[C:10]1[CH:15]=[CH:14][CH:13]=[CH:12][CH:11]=1. Procedure: To the solution of piperidin-4-yl-methanol (125 mg, 1.03 mmol) in NMP (3 mL) is added 3-benzyl-6-chloro-4,5-dimethyl-pyridazine (60 mg, 0.258 mmol) and TEA. The reaction mixture is stirred at 210° C. in a microwave reactor for 2 h. Then the reaction mixture is diluted with DCM (15 mL) and washed with NaHCO3 and water. The organic solvent is separated and removed under reduced pressure. Purification by HPLC of the crude product with acetonitrile in water (from 20% to 100% with 3% 1-propanol) at 2...